From a dataset of the Open Reaction Database (ORD), a public repository of structured organic reaction records. describe an organic reaction: reactants, conditions, products, and yield Reactants: BrC1=CC=C(C=C1)S(=O)(=O)NC1=NC=NS1 (4-bromo-N-(1,2,4-thiadiazol-5-yl)benzenesulfonamide), CC(C)([O-])C.[Na+] (sodium tert-butoxide), N1C[C@@H](CC1)NC(OC(C)(C)C)=O ((R)-tert-butyl pyrrolidin-3-ylcarbamate), C1(=C(C=CC=C1)P(C(C)(C)C)C(C)(C)C)C1=CC=CC=C1 (biphenyl-2-yldi-tert-butylphosphine). Reagents/catalysts: C=1C=CC(=CC1)/C=C/C(=O)/C=C/C2=CC=CC=C2.C=1C=CC(=CC1)/C=C/C(=O)/C=C/C2=CC=CC=C2.C=1C=CC(=CC1)/C=C/C(=O)/C=C/C2=CC=CC=C2.[Pd].[Pd] (Pd2(dba)3). Run in C1(=CC=CC=C1)C (toluene). Product: C(C)(C)(C)OC(N[C@H]1CN(CC1)C1=CC=C(C=C1)S(NC1=NC=NS1)(=O)=O)=O ((R)-tert-butyl1-(4-(N-1,2,4-thiadiazol-5-ylsulfamoyl)phenyl)pyrrolidin-3-ylcarbamate). The yield is 20.9%. RXN SMILES: Br[C:2]1[CH:7]=[CH:6][C:5]([S:8]([NH:11][C:12]2[S:16][N:15]=[CH:14][N:13]=2)(=[O:10])=[O:9])=[CH:4][CH:3]=1.[NH:17]1[CH2:21][CH2:20][C@@H:19]([NH:22][C:23](=[O:29])[O:24][C:25]([CH3:28])([CH3:27])[CH3:26])[CH2:18]1.C1(C2C=CC=CC=2)C=CC=CC=1P(C(C)(C)C)C(C)(C)C.CC(C)([O-])C.[Na+]>C1C=CC(/C=C/C(/C=C/C2C=CC=CC=2)=O)=CC=1.C1C=CC(/C=C/C(/C=C/C2C=CC=CC=2)=O)=CC=1.C1C=CC(/C=C/C(/C=C/C2C=CC=CC=2)=O)=CC=1.[Pd].[Pd].C1(C)C=CC=CC=1>[C:25]([O:24][C:23](=[O:29])[NH:22][C@@H:19]1[CH2:20][CH2:21][N:17]([C:2]2[CH:7]=[CH:6][C:5]([S:8](=[O:10])(=[O:9])[NH:11][C:12]3[S:16][N:15]=[CH:14][N:13]=3)=[CH:4][CH:3]=2)[CH2:18]1)([CH3:28])([CH3:26])[CH3:27] |f:3.4,5.6.7.8.9|. Procedure: Prepared using general procedure 74. The reaction was set up with 4-bromo-N-(1,2,4-thiadiazol-5-yl)benzenesulfonamide (750 mg, 2.34 mmol), (R)-tert-butyl pyrrolidin-3-ylcarbamate (436 mg, 2.34 mmol), Pd2(dba)3 (64 mg, 0.07 mmol), biphenyl-2-yldi-tert-butylphosphine (84 mg, 0.28 mmol), sodium tert-butoxide (630 mg, 6.6 mmol), and toluene (6.0 mL). Purification via silica gel chromatography using 10% MeOH in CH2Cl2 gave the desired pyrrolidine as an orange solid (213 mg, 0.49 mmol, 21% yield). LC/... RXN SMILES: C(=O)([O-])OC.[Mg+2].COC(=O)[O-].[CH3:12][O:13][C:14]1[CH:19]=[CH:18][C:17]([O:20][CH3:21])=[CH:16][C:15]=1[C:22](=[O:24])[CH3:23].C(=O)=O.[N:28]1[CH2:29][CH2:30][CH2:31][CH2:32][CH:33]=1.C1CC2N(C3N(C4N2CCCC4)CCCC3)CC1>CN(C)C=O.C(OCC)C.CO>[CH3:12][O:13][C:14]1[CH:19]=[CH:18][C:17]([O:20][CH3:21])=[CH:16][C:15]=1[C:22](=[O:24])[CH2:23][CH:33]1[CH2:32][CH2:31][CH2:30][CH2:29][NH:28]1 |f:0.1.2|. Yield: 85.1%. Reaction conditions: temperature 120 celsius, time 5 hour. The product is COC1=C(C=C(C=C1)OC)C(CC1NCCCC1)=O (2',5'-dimethoxy-2-(2-piperidyl)acetophenone). Procedure: Magnesium methyl carbonate (approximately 1 mole of a 2 M solution in dimethylformamide) is heated to 120°C. under an atmosphere of carbon dioxide and 45.0 g (0.25 mole) of 2',5'-dimethoxyacetophenone added thereto. Nitrogen is substituted for the carbon dioxide and the mixture is stirred at 120°C. for 5 hours while allowing the methanol that forms to escape. The mixture is cooled under carbon dioxide and 25.3 g (0.30 mole) of 2,3,4,5-tetrahydropyridine (as the trimer, α-tripiperidein) added. Th... Starting materials: N=1CCCCC1 (2,3,4,5-tetrahydropyridine), C1CCN2C3CCCCN3C4CCCCN4C2C1 (α-tripiperidein), C(=O)=O (carbon dioxide), C(OC)([O-])=O.[Mg+2].COC([O-])=O (Magnesium methyl carbonate), solution, COC1=C(C=C(C=C1)OC)C(C)=O (2',5'-dimethoxyacetophenone), C(=O)=O (carbon dioxide). The solvent is C(C)OCC (ethyl ether), CO (methanol), CN(C=O)C (dimethylformamide). Reactants: ClC1=CC=NC2=CC(=C(C=C12)OC)OC (4-Chloro-6,7-dimethoxy-quinoline), C(C1=CC=CC=C1)C1=CC=C(N=N1)C1=CC(=C(C=C1)O)F (4-(6-Benzyl-pyridazin-3-yl)-2-fluoro-phenol). The reagents and catalysts are CN(C)C=1C=CN=CC1 (DMAP). The solvent is C1(=CC=CC=C1)C (toluene), CCOC(=O)C (EtOAc). Reaction conditions: temperature 180 celsius. Product: C(C1=CC=CC=C1)C1=CC=C(N=N1)C1=CC(=C(OC2=CC=NC3=CC(=C(C=C23)OC)OC)C=C1)F (4-[4-(6-Benzyl-pyridazin-3-yl)-2-fluoro-phenoxy]-6,7-dimethoxy-quinoline). As a reaction SMILES: Cl[C:2]1[C:11]2[C:6](=[CH:7][C:8]([O:14][CH3:15])=[C:9]([O:12][CH3:13])[CH:10]=2)[N:5]=[CH:4][CH:3]=1.[CH2:16]([C:23]1[N:28]=[N:27][C:26]([C:29]2[CH:34]=[CH:33][C:32]([OH:35])=[C:31]([F:36])[CH:30]=2)=[CH:25][CH:24]=1)[C:17]1[CH:22]=[CH:21][CH:20]=[CH:19][CH:18]=1>CN(C1C=CN=CC=1)C.C1(C)C=CC=CC=1.CCOC(C)=O>[CH2:16]([C:23]1[N:28]=[N:27][C:26]([C:29]2[CH:34]=[CH:33][C:32]([O:35][C:2]3[C:11]4[C:6](=[CH:7][C:8]([O:14][CH3:15])=[C:9]([O:12][CH3:13])[CH:10]=4)[N:5]=[CH:4][CH:3]=3)=[C:31]([F:36])[CH:30]=2)=[CH:25][CH:24]=1)[C:17]1[CH:18]=[CH:19][CH:20]=[CH:21][CH:22]=1. Reported procedure: A mixture of 4-Chloro-6,7-dimethoxy-quinoline (0.19 g, 0.85 mmol), 4-(6-benzyl-pyridazin-3-yl)-2-fluoro-phenol (Step 3, 0.2 g, 0.71 mmol) and DMAP (0.1 g, 0.85 mmol) in 6 mL of toluene was heated in a microwave (Personal Chemistry, Emrys Optimizer) at 180° C. for 2 h. The mixture was cooled to RT and diluted with 60 mL of EtOAc. The solution was washed with 20 mL of brine 2×, dried over Na2SO4 and concentrated in vacuo. The residue was further purified with silica gel column chromatography (50% ... Reactants: N1CCC(CC1)O (piperidin-4-ol), C1(=CC=CC=C1)S(=O)(=O)C=C1COC1 (3-((phenylsulfonyl)methylene)oxetane). The solvent is CO (methanol). The product is C1(=CC=CC=C1)S(=O)(=O)CC1(COC1)N1CCC(CC1)O (1-(3-((phenylsulfonyl)methyl)oxetan-3-yl)piperidin-4-ol). As a reaction SMILES: [NH:1]1[CH2:6][CH2:5][CH:4]([OH:7])[CH2:3][CH2:2]1.[C:8]1([S:14]([CH:17]=[C:18]2[CH2:21][O:20][CH2:19]2)(=[O:16])=[O:15])[CH:13]=[CH:12][CH:11]=[CH:10][CH:9]=1>CO>[C:8]1([S:14]([CH2:17][C:18]2([N:1]3[CH2:6][CH2:5][CH:4]([OH:7])[CH2:3][CH2:2]3)[CH2:21][O:20][CH2:19]2)(=[O:16])=[O:15])[CH:9]=[CH:10][CH:11]=[CH:12][CH:13]=1. Reported procedure: A solution of piperidin-4-ol (100 mg, 0.989 mmol) and 3-((phenylsulfonyl)methylene)oxetane (prepared according to a published literature procedure: Wuitschik et al. J. Med. Chem. 53(8) 3227-3246, 2010, 416 mg, 1.977 mmol) in methanol (5 mL) was heated at 50° C. for 20 h. Solvent was evaporated in vacuo and the crude product was purified by flash chromatography on silica gel using an automated ISCO system (40 g column, eluting with 0-8% 2 N ammonia in methanol/dichloromethane). 1-(3-((phenylsulfo... Reactants: ClC(=O)OC1=CC=CC=C1 (phenyl chloroformate), C(#N)C=1C=C2C(C(N(C2=CC1)S(=O)(=O)C1=C(C=C(C=C1)OC)OC)=O)(C1=C(C=CC=C1)OCC)O (5-Cyano-1-(2,4-dimethoxybenzenesulfonyl)-3-hydroxy-3-(2-ethoxyphenyl)-indol-2-one), ice water. Run in C(Cl)Cl (methylene chloride), N1=CC=CC=C1 (pyridine). Reaction conditions: time 60 minute. The product is C(OC1(C(N(C2=CC=C(C=C12)C#N)S(=O)(=O)C1=C(C=C(C=C1)OC)OC)=O)C1=C(C=CC=C1)OCC)(OC1=CC=CC=C1)=O (5-Cyano-1-(2,4-dimethoxybenzenesulfonyl)-3-(2-ethoxyphenyl)-2-oxo-2,3-dihydro-1-H-indol-3-yl phenyl carbonate). Yield: 65.1%. As a reaction SMILES: [C:1]([C:3]1[CH:4]=[C:5]2[C:9](=[CH:10][CH:11]=1)[N:8]([S:12]([C:15]1[CH:20]=[CH:19][C:18]([O:21][CH3:22])=[CH:17][C:16]=1[O:23][CH3:24])(=[O:14])=[O:13])[C:7](=[O:25])[C:6]2([OH:35])[C:26]1[CH:31]=[CH:30][CH:29]=[CH:28][C:27]=1[O:32][CH2:33][CH3:34])#[N:2].Cl[C:37]([O:39][C:40]1[CH:45]=[CH:44][CH:43]=[CH:42][CH:41]=1)=[O:38]>N1C=CC=CC=1.C(Cl)Cl>[C:37](=[O:38])([O:39][C:40]1[CH:45]=[CH:44][CH:43]=[CH:42][CH:41]=1)[O:35][C:6]1([C:26]2[CH:31]=[CH:30][CH:29]=[CH:28][C:27]=2[O:32][CH2:33][CH3:34])[C:5]2[C:9](=[CH:10][CH:11]=[C:3]([C:1]#[N:2])[CH:4]=2)[N:8]([S:12]([C:15]2[CH:20]=[CH:19][C:18]([O:21][CH3:22])=[CH:17][C:16]=2[O:23][CH3:24])(=[O:14])=[O:13])[C:7]1=[O:25]. Procedure details: 1.5 g (3.0 mmol) of the product 1c were dissolved in 30 ml of pyridine. At 0° C., 1.7 g (10.6 mmol) of phenyl chloroformate were rapidly added dropwise. This reaction solution was stirred for 60 minutes before being stirred into ice-water. The resulting precipitate was isolated, dissolved in methylene chloride, dried and concentrated in vacuo. The resulting residue was crystallized with Et2O/n-pentane. 1.2 g of the intermediate were obtained. Reactants: Cl.NO (hydroxylamine hydrochloride), C(C)(=O)[O-].[Na+] (sodium acetate), O (water), C(=O)C=1C=C(CN2C(C=3C(C2=O)=CC=CC3)=O)C=CC1OC (N-(3-formyl-4-methoxybenzyl)phthalimide). Run in O1CCCC1 (tetrahydrofuran). Reaction conditions: time 1 hour. Product: ON=C1CC(CN2C(C=3C(C2=O)=CC=CC3)=O)=CC=C1OC (N-(3-hydroxyimino-4-methoxybenzyl)phthalimide). The yield is 99.0%. As a reaction SMILES: Cl.[NH2:2][OH:3].C([O-])(=O)C.[Na+].O.C([C:12]1[CH:13]=[C:14]([CH:27]=[CH:28][C:29]=1[O:30][CH3:31])[CH2:15][N:16]1[C:20](=[O:21])[C:19]2=[CH:22][CH:23]=[CH:24][CH:25]=[C:18]2[C:17]1=[O:26])=O>O1CCCC1>[OH:3][N:2]=[C:12]1[C:29]([O:30][CH3:31])=[CH:28][CH:27]=[C:14]([CH2:15][N:16]2[C:20](=[O:21])[C:19]3=[CH:22][CH:23]=[CH:24][CH:25]=[C:18]3[C:17]2=[O:26])[CH2:13]1 |f:0.1,2.3|. Procedure details: 5.2 g of hydroxylamine hydrochloride, 12.2 g of sodium acetate, and 50 ml water were added to a mixture of 20 g N-(3-formyl-4-methoxybenzyl)phthalimide and 200 ml tetrahydrofuran, and stirred at room temperature for 1 hr. It was stirred at 60° C. for 1 hr, and then evaporated. Water was added to the resulting residue, and the insoluble matters were collected by filtration. These were washed with diethyl ether to give 20 g of N-(3-hydroxyimino-4-methoxybenzyl)phthalimide. Reactants: CC1=C(C=C(C=C1)NC(C1=CC(=CC=C1)C(F)(F)F)=O)N1C(N(C2=NC(=NC=C2C1=O)SC)C)=O (N-[4-Methyl-3-(1-methyl-7-methylsulfanyl-2,4-dioxo-1,4-dihydro-2H-pyrimido[4,5-d]pyrimidin-3-yl)-phenyl]-3-trifluoromethyl-benzamide), CN(C)C=O (DMF), ClC=1C=C(C(=O)OO)C=CC1 (m-chloroperoxybenzoic acid). The solvent is C(Cl)(Cl)Cl (chloroform), C(Cl)(Cl)Cl (chloroform). Reaction conditions: time 1 hour. Product: CS(=O)C1=NC=C2C(=N1)N(C(N(C2=O)C=2C=C(C=CC2C)NC(C2=CC(=CC=C2)C(F)(F)F)=O)=O)C (N-[3-(7-Methanesulfinyl-1-methyl-2,4-dioxo-1,4-dihydro-2H-pyrimido[4,5-d]pyrimidin-3-yl)-4-methyl-phenyl]-3-trifluoromethyl-benzamide). Yield: 88.0%. Reaction SMILES: [CH3:1][C:2]1[CH:7]=[CH:6][C:5]([NH:8][C:9](=[O:20])[C:10]2[CH:15]=[CH:14][CH:13]=[C:12]([C:16]([F:19])([F:18])[F:17])[CH:11]=2)=[CH:4][C:3]=1[N:21]1[C:30](=[O:31])[C:29]2[C:24](=[N:25][C:26]([S:32][CH3:33])=[N:27][CH:28]=2)[N:23]([CH3:34])[C:22]1=[O:35].CN(C=[O:40])C.ClC1C=C(C=CC=1)C(OO)=O>C(Cl)(Cl)Cl>[CH3:33][S:32]([C:26]1[N:25]=[C:24]2[N:23]([CH3:34])[C:22](=[O:35])[N:21]([C:3]3[CH:4]=[C:5]([NH:8][C:9](=[O:20])[C:10]4[CH:15]=[CH:14][CH:13]=[C:12]([C:16]([F:17])([F:18])[F:19])[CH:11]=4)[CH:6]=[CH:7][C:2]=3[CH3:1])[C:30](=[O:31])[C:29]2=[CH:28][N:27]=1)=[O:40]. Procedure details: To a stirred solution of N-[4-Methyl-3-(1-methyl-7-methylsulfanyl-2,4-dioxo-1,4-dihydro-2H-pyrimido[4,5-d]pyrimidin-3-yl)-phenyl]-3-trifluoromethyl-benzamide (184 mg, 0.37 mmol) in the mixed solvent of DMF (4 mL) and chloroform (4 mL) is added m-chloroperoxybenzoic acid (77% max., 97 mg, 44 mmol) and the mixture is stirred for 1 h at room temperature. The mixture is diluted with chloroform, and washed with 5% aqueous Na2S2O3 solution and saturated NaHCO3 solution. The organic layer is dried over...